From a dataset of the Open Reaction Database (ORD), a public repository of structured organic reaction records. describe an organic reaction: reactants, conditions, products, and yield The reactants are C(C)(C)(C)OC(=O)N1CC(C1)CNC (3-(methylamino)methylazetidine-1-carboxylic acid tert-butyl ester), O1CC(C1)=O (oxetan-3-one), C(C)(=O)O[BH-](OC(C)=O)OC(C)=O.[Na+] (Sodium triacetoxyborohydride). Run in ClCCl (dichloromethane), O (water). Reaction conditions: time 18 hour. The product is C(C)(C)(C)OC(=O)N1CC(C1)CN(C1COC1)C (3-[(Methyl(oxetan-3-yl)amino)methyl]azetidine-1-carboxylic acid tert-butyl ester). Isolated yield 68.5%. Reaction SMILES: [C:1]([O:5][C:6]([N:8]1[CH2:11][CH:10]([CH2:12][NH:13][CH3:14])[CH2:9]1)=[O:7])([CH3:4])([CH3:3])[CH3:2].[O:15]1[CH2:18][C:17](=O)[CH2:16]1.C(O[BH-](OC(=O)C)OC(=O)C)(=O)C.[Na+]>ClCCl.O>[C:1]([O:5][C:6]([N:8]1[CH2:11][CH:10]([CH2:12][N:13]([CH3:14])[CH:17]2[CH2:16][O:15][CH2:18]2)[CH2:9]1)=[O:7])([CH3:4])([CH3:3])[CH3:2] |f:2.3|. Procedure: A mixture of 3-(methylamino)methylazetidine-1-carboxylic acid tert-butyl ester (450 mg, 2.25 mmol), oxetan-3-one (135 mg, 1.88 mmol), in dichloromethane (10 mL) was stirred at RT for 1.5 h. Sodium triacetoxyborohydride (797 mg, 3.76 mmol) was added and the resulting reaction mixture was stirred at RT under nitrogen atmosphere for 18 h. The mixture was diluted with water, the phases were separated and the aqueous phase was extracted with EtOAc (2×25 mL). The combined organic layers were dried ove... RXN SMILES: [CH2:1]([N:3]1[CH2:12][CH2:11][CH:10]2[C:5](=[C:6]([NH2:14])[CH:7]=[CH:8][CH:9]2[Br:13])[CH2:4]1)[CH3:2].[C:15](OC(=O)C)(=[O:17])[CH3:16]>>[Br:13][C:9]1[CH:8]=[CH:7][C:6]([NH:14][C:15](=[O:17])[CH3:16])=[C:5]2[C:10]=1[CH2:11][CH2:12][N:3]([CH2:1][CH3:2])[CH2:4]2. The reactants are C(C)N1CC2=C(C=CC(C2CC1)Br)N (N-ethyl-5-bromo-8-aminotetrahydroisoquinoline), C(C)(=O)OC(C)=O (acetic anhydride). Procedure: The product from Example 27 (0.35 mmol) was cooled in an ice bath, treated with acetic anhydride (10 mL), and stirred at room temperature under nitrogen overnight. Excess acetic anhydride was evaporated, the residue washed with ether, and evaporated. The white solid was triturated with ether and collected by filtration. The solid was washed with a mixture of ethyl acetate and saturated sodium bicarbonate. The organic layer was washed with sodium bicarbonate and sodium chloride solutions, dried o... The product is BrC1=C2CCN(CC2=C(C=C1)NC(C)=O)CC (N-(5-bromo-2-ethyl-1,2,3,4-tetrahydro-8-isoquinolinyl)-acetamide). Yield: 67.0%. Run at time 8 hour. The reactants are C(C)(=O)OCCOCN1C(=O)NC(=O)C(=C1)F (N1 -acetoxyethoxymethyl-5-fluorouracil), [OH-].[Na+] (NaOH). Yields the product OCCOCN1C(=O)NC(=O)C(=C1)F (N1 -2-hydroxyethoxymethyl-5-fluorouracil). As a reaction SMILES: C([O:4][CH2:5][CH2:6][O:7][CH2:8][N:9]1[CH:16]=[C:15]([F:17])[C:13](=[O:14])[NH:12][C:10]1=[O:11])(=O)C.[OH-].[Na+]>>[OH:4][CH2:5][CH2:6][O:7][CH2:8][N:9]1[CH:16]=[C:15]([F:17])[C:13](=[O:14])[NH:12][C:10]1=[O:11] |f:1.2|. Procedure details: N1 -acetoxyethoxymethyl-5-fluorouracil was reacted with 1N NaOH for 1 hour at 40° C. to obtain N1 -2-hydroxyethoxymethyl-5-fluorouracil. Starting materials: ClC=1C=C(C(=O)OO)C=CC1 (3-Chloro-peroxybenzoic acid), COC(CSCCCl)=O (methyl[(2-chloroethyl)thio]acetate). Solvent: C(Cl)Cl (methylene chloride). Reaction conditions: time 30 minute. Product: COC(CS(=O)CCCl)=O (methyl[(2-chloroethyl)sulfinyl]acetate). Reaction SMILES: ClC1C=C(C=CC=1)C(OO)=[O:6].[CH3:12][O:13][C:14](=[O:20])[CH2:15][S:16][CH2:17][CH2:18][Cl:19]>C(Cl)Cl>[CH3:12][O:13][C:14](=[O:20])[CH2:15][S:16]([CH2:17][CH2:18][Cl:19])=[O:6]. Reported procedure: 3-Chloro-peroxybenzoic acid (81%, 4.7 g, 0.022 mole) was added to the title compound of Example 10 (3.7 g, 0.022 mole) in cold (5° C.) methylene chloride (75 ml) stirred for 30 minutes and cooled in a refrigerator for 48 hours. After removing the solid by filtration, a saturated solution of sodium thiosulfate (30 ml) was added and the mixture stirred for 15 minutes. The layers were separated and the organic layer was washed with saturated sodium bicarbonate (2×50 ml), dried over sodium sulfate, ... Starting materials: Cc1ccc(C)c(N2CCN(C(=O)C3CNC(=O)N3C(=O)OCc3ccccc3)CC2)c1, CCN(C(C)C)C(C)C, CN(C)c1ccncc1, ClCCl, [Na+], O=C([O-])O, O=S(=O)(Cl)c1ccccc1. The product is Cc1ccc(C)c(N2CCN(C(=O)C3CN(S(=O)(=O)c4ccccc4)C(=O)N3C(=O)OCc3ccccc3)CC2)c1. Reaction SMILES: [CH2:1]([c:2]1[cH:3][cH:4][cH:5][cH:6][cH:7]1)[O:8][C:9](=[O:10])[N:11]1[C:12](=[O:32])[NH:13][CH2:14][CH:15]1[C:16](=[O:17])[N:18]1[CH2:19][CH2:20][N:21]([c:24]2[c:25]([CH3:31])[cH:26][cH:27][c:28]([CH3:30])[cH:29]2)[CH2:22][CH2:23]1.[CH2:33]([N:34]([CH:35]([CH3:36])[CH3:37])[CH:38]([CH3:39])[CH3:40])[CH3:41].[CH3:57][N:58]([CH3:59])[c:60]1[cH:61][cH:62][n:63][cH:64][cH:65]1.[Cl:66][CH2:67][Cl:68].[Na+:56].[O-:52][C:53]([OH:54])=[O:55].[c:42]1([S:48](=[O:49])(=[O:50])[Cl:51])[cH:43][cH:44][cH:45][cH:46][cH:47]1>>[CH2:1]([c:2]1[cH:3][cH:4][cH:5][cH:6][cH:7]1)[O:8][C:9](=[O:10])[N:11]1[C:12](=[O:32])[N:13]([S:48]([c:42]2[cH:43][cH:44][cH:45][cH:46][cH:47]2)(=[O:49])=[O:50])[CH2:14][CH:15]1[C:16](=[O:17])[N:18]1[CH2:19][CH2:20][N:21]([c:24]2[c:25]([CH3:31])[cH:26][cH:27][c:28]([CH3:30])[cH:29]2)[CH2:22][CH2:23]1.